From a dataset of the Open Reaction Database (ORD), a public repository of structured organic reaction records. describe an organic reaction: reactants, conditions, products, and yield Starting materials: COC(=O)c1ccc(CBr)cc1, CC(C)(C)c1cc(CCc2ccccc2)[nH]n1, CN(C)C=O, Cl, [H-], [Na+]. Product: COC(=O)c1ccc(Cn2nc(C(C)(C)C)cc2CCc2ccccc2)cc1. RXN SMILES: [Br:20][CH2:21][c:22]1[cH:23][cH:24][c:25]([C:26](=[O:27])[O:28][CH3:29])[cH:30][cH:31]1.[C:1]([CH3:2])([CH3:3])([CH3:4])[c:5]1[n:6][nH:7][c:8]([CH2:10][CH2:11][c:12]2[cH:13][cH:14][cH:15][cH:16][cH:17]2)[cH:9]1.[CH3:33][N:34]([CH3:35])[CH:36]=[O:37].[ClH:32].[H-:18].[Na+:19]>>[C:1]([CH3:2])([CH3:3])([CH3:4])[c:5]1[n:6][n:7]([CH2:21][c:22]2[cH:23][cH:24][c:25]([C:26](=[O:27])[O:28][CH3:29])[cH:30][cH:31]2)[c:8]([CH2:10][CH2:11][c:12]2[cH:13][cH:14][cH:15][cH:16][cH:17]2)[cH:9]1. The reactants are FC=1C=C2C(=CNC2=CC1)CCCCO (4-(5-fluoroindol-3-yl)butanol), [H-].[Al+3].[Li+].[H-].[H-].[H-] (lithium aluminium hydride), FC=1C=C2C(=CNC2=CC1)CCCC(=O)O (4-(5-fluoroindol-3-yl)butanoic acid), CS(=O)(=O)OCCCCC1=CNC2=CC=C(C=C12)F (4-(5-fluoroindol-3-yl)butyl methanesulfonate), CS(=O)(=O)Cl (methanesulfonyl chloride), Cl.O=C1OC2=C(C=C1)C=C(C=C2)N2CCNCC2 (4-(2-oxo-2H-1-benzopyran-6-yl)piperazine, hydrochloride). Run in C1CCOC1 (THF), C(C)N(CC)CC (triethylamine), C(C)#N (acetonitrile). Yields the product Cl.O=C1OC2=C(C=C1)C=C(C=C2)N2CCN(CC2)CCCCC2=CNC1=CC=C(C=C21)F (3-{4-[4-(2-oxo-2H-1-benzopyran-6-yl)-1-piperazinyl]butyl}-5-fluoroindole, hydrochloride). Reaction SMILES: CS(O[CH2:6][CH2:7][CH2:8][CH2:9][C:10]1[C:18]2[C:13](=[CH:14][CH:15]=[C:16]([F:19])[CH:17]=2)[NH:12][CH:11]=1)(=O)=O.FC1C=C2C(=CC=1)NC=C2CCCCO.[H-].[Al+3].[Li+].[H-].[H-].[H-].FC1C=C2C(=CC=1)NC=C2CCCC(O)=O.CS([Cl:61])(=O)=O.Cl.[O:63]=[C:64]1[CH:69]=[CH:68][C:67]2[CH:70]=[C:71]([N:74]3[CH2:79][CH2:78][NH:77][CH2:76][CH2:75]3)[CH:72]=[CH:73][C:66]=2[O:65]1>C1COCC1.C(N(CC)CC)C.C(#N)C>[ClH:61].[O:63]=[C:64]1[CH:69]=[CH:68][C:67]2[CH:70]=[C:71]([N:74]3[CH2:75][CH2:76][N:77]([CH2:6][CH2:7][CH2:8][CH2:9][C:10]4[C:18]5[C:13](=[CH:14][CH:15]=[C:16]([F:19])[CH:17]=5)[NH:12][CH:11]=4)[CH2:78][CH2:79]3)[CH:72]=[CH:73][C:66]=2[O:65]1 |f:2.3.4.5.6.7,10.11,15.16|. Reported procedure: A mixture of 5.10 g (0.017 mol) of 4-(5-fluoroindol-3-yl)butyl methanesulfonate [obtainable by reaction of 4-(5-fluoroindol-3-yl)butanol (obtainable by lithium aluminium hydride reduction of 4-(5-fluoroindol-3-yl)butanoic acid, which can be prepared analogously to a Japp-Klingemann reaction, in THF) with methanesulfonyl chloride], 4.0 g (0.015 mol) of 4-(2-oxo-2H-1-benzopyran-6-yl)piperazine, hydrochloride (obtainable as described in Example 1), 200 ml of acetonitrile and 10.0 ml of triethylamin... The reactants are CC(C)c1nc(C(=O)N2CCOC3(CCN(Cc4cccc(CCO)c4Cl)CC3)C2)cs1, ClCCl, O=C(O)C(F)(F)F. Yields the product CC(C)c1nc(C(=O)N2CCOC3(CCN(Cc4cccc(CC=O)c4Cl)CC3)C2)cs1. RXN SMILES: [Cl:1][c:2]1[c:3]([CH2:4][N:5]2[CH2:6][CH2:7][C:8]3([CH2:9][N:10]([C:14](=[O:15])[c:16]4[n:17][c:18]([CH:21]([CH3:22])[CH3:23])[s:19][cH:20]4)[CH2:11][CH2:12][O:13]3)[CH2:24][CH2:25]2)[cH:26][cH:27][cH:28][c:29]1[CH2:30][CH2:31][OH:32].[Cl:40][CH2:41][Cl:42].[OH:33][C:34]([C:35]([F:36])([F:37])[F:38])=[O:39]>>[Cl:1][c:2]1[c:3]([CH2:4][N:5]2[CH2:6][CH2:7][C:8]3([CH2:9][N:10]([C:14](=[O:15])[c:16]4[n:17][c:18]([CH:21]([CH3:22])[CH3:23])[s:19][cH:20]4)[CH2:11][CH2:12][O:13]3)[CH2:24][CH2:25]2)[cH:26][cH:27][cH:28][c:29]1[CH2:30][CH:31]=[O:32]. Starting materials: C1COCCN1 (effective_coupling_partner), COc1ccc(OC(=O)C(C)(C)C)cc1 (substrate). Reagents/catalysts: IPr. Conditions: temperature 80 celsius, time 3 hour. Yields the product COc2ccc(N1CCOCC1)cc2. Reactants: [O-]CC.[Na+] (sodium ethoxide), C(C)OC(CBr)OCC (bromoacetaldehyde diethylacetal), C(C)(=O)SC1C=CCCCC1 (3-acetylmercaptocycloheptene). Run in C(C)O (ethanol), C(C)O (ethanol). The product is C(C)OC(CSC1C=CCCCC1)OCC (3-[(2,2-diethoxyethyl)thio]-1-cycloheptene). The yield is 99.4%. As a reaction SMILES: [O-]CC.[Na+].C([S:8][CH:9]1[CH2:15][CH2:14][CH2:13][CH2:12][CH:11]=[CH:10]1)(=O)C.[CH2:16]([O:18][CH:19]([O:22][CH2:23][CH3:24])[CH2:20]Br)[CH3:17]>C(O)C>[CH2:16]([O:18][CH:19]([O:22][CH2:23][CH3:24])[CH2:20][S:8][CH:9]1[CH2:15][CH2:14][CH2:13][CH2:12][CH:11]=[CH:10]1)[CH3:17] |f:0.1|. Procedure: A solution of fresh sodium ethoxide prepared from 7.6 g (washed well gram-atom metallic sodium) in 200 ml of absolute ethanol was treated dropwise with 56.18 g (0.330 mole) of 3-acetylmercaptocycloheptene in 10 ml of absolute ethanol. The reaction was heated under reflux for 15 minutes and then cooled to room temperature. A solution of 49.69 ml (0.330 mole) of bromoacetaldehyde diethylacetal in 30 ml of absolute ethanol was added dropwise. The reaction mixture was heated under reflux for 2.0 hou... The reactants are C([O-])([O-])=O.[K+].[K+] (potassium carbonate), CC1=C(C(=CC(=C1)C)C)S(=O)(=O)[O-].N[N+]1=C(C=C(C=C1)C)OCC1=CC=CC=C1 (1-Amino-2-(benzyloxy)-4-methylpyridinium 2,4,6-trimethylbenzenesulphonate), C(C#CC)(=O)OCC (ethyl but-2-ynoate), C([O-])([O-])=O.[K+].[K+] (potassium carbonate), O (water). Solvent: CN(C)C=O (DMF). Conditions: time 1 hour. The product is C(C1=CC=CC=C1)OC1=CC(=CC=2N1N=C(C2C(=O)OCC)C)C (Ethyl 7-(benzyloxy)-2,5-dimethylpyrazolo[1,5-a]pyridine-3-carboxylate). The yield is 33.9%. RXN SMILES: CC1C=C(C)C=C(C)C=1S([O-])(=O)=O.[NH2:14][N+:15]1[CH:20]=[CH:19][C:18]([CH3:21])=[CH:17][C:16]=1[O:22][CH2:23][C:24]1[CH:29]=[CH:28][CH:27]=[CH:26][CH:25]=1.[C:30]([O:35][CH2:36][CH3:37])(=[O:34])[C:31]#[C:32][CH3:33].C(=O)([O-])[O-].[K+].[K+].O>CN(C=O)C>[CH2:23]([O:22][C:16]1[N:15]2[N:14]=[C:32]([CH3:33])[C:31]([C:30]([O:35][CH2:36][CH3:37])=[O:34])=[C:20]2[CH:19]=[C:18]([CH3:21])[CH:17]=1)[C:24]1[CH:25]=[CH:26][CH:27]=[CH:28][CH:29]=1 |f:0.1,3.4.5|. Procedure details: 11.7 g (28.2 mmol, 1.0 eq.) of 1-amino-2-(benzyloxy)-4-methylpyridinium 2,4,6-trimethylbenzenesulphonate from Example 6A were dissolved in 280 ml of DMF, and 6.6 ml (56 mmol, 2.0 eq.) of ethyl but-2-ynoate [CAS No: 4341-76-8] were added. 7.8 g (56 mmol, 2.0 eq.) of potassium carbonate were added and the mixture was stirred at RT for 1 h. Subsequently, 3.9 g (28 mmol, 1 eq.) of potassium carbonate were added and the mixture was stirred at RT for a further 16 h. Then the mixture was poured onto 54... Reactants: BrC1=CC(=CC=C1)S(=O)(=O)C (1-bromo-3-methanesulfonyl-benzene), N1CCNCC1 (piperazine), CC(C)([O-])C.[Na+] (sodium tert-butoxide). Reagents/catalysts: C=1C=CC(=CC1)/C=C/C(=O)/C=C/C2=CC=CC=C2.C=1C=CC(=CC1)/C=C/C(=O)/C=C/C2=CC=CC=C2.C=1C=CC(=CC1)/C=C/C(=O)/C=C/C2=CC=CC=C2.[Pd].[Pd] (Pd2(dba)3). Solvent: C1(=CC=CC=C1)C (toluene). Product: CS(=O)(=O)C=1C=C(C=CC1)N1CCNCC1 (1-(3-Methanesulfonyl-phenyl)-piperazine). Reaction SMILES: Br[C:2]1[CH:7]=[CH:6][CH:5]=[C:4]([S:8]([CH3:11])(=[O:10])=[O:9])[CH:3]=1.[NH:12]1[CH2:17][CH2:16][NH:15][CH2:14][CH2:13]1.CC(C)([O-])C.[Na+]>C1(C)C=CC=CC=1.C1C=CC(/C=C/C(/C=C/C2C=CC=CC=2)=O)=CC=1.C1C=CC(/C=C/C(/C=C/C2C=CC=CC=2)=O)=CC=1.C1C=CC(/C=C/C(/C=C/C2C=CC=CC=2)=O)=CC=1.[Pd].[Pd]>[CH3:11][S:8]([C:4]1[CH:3]=[C:2]([N:12]2[CH2:17][CH2:16][NH:15][CH2:14][CH2:13]2)[CH:7]=[CH:6][CH:5]=1)(=[O:10])=[O:9] |f:2.3,5.6.7.8.9|. Reported procedure: A mixture of 1-bromo-3-methanesulfonyl-benzene (0.8 g), piperazine (1 g), sodium tert-butoxide (0.5 g) BINAP (42 mg) and [Pd2(dba)3 (38 mg) in toluene (7 ml) was heated under argon at 80° C. for 24 h. After cooling to room temperature, the solvent was evaporated to dryness. The crude material was purified by flash chromatography on silica gel using EtOAc. Yield 0.48 g: MS m/z (rel. intensity, 70 eV) 240 (M+, 17), 199 (12), 198 (bp), 119 (9), 56 (7). Starting materials: [BH4-], CCOCC, CO, CCC(C(=O)OC)N1C(=O)CCC(c2cccc(Cl)c2)C1c1ccc(Cl)cc1, [Li+]. Yields the product CCC(CO)N1C(=O)CCC(c2cccc(Cl)c2)C1c1ccc(Cl)cc1. As a reaction SMILES: [BH4-:29].[CH2:33]([O:34][CH2:35][CH3:36])[CH3:37].[CH3:31][OH:32].[Cl:1][c:2]1[cH:3][c:4]([CH:8]2[CH:9]([c:22]3[cH:23][cH:24][c:25]([Cl:28])[cH:26][cH:27]3)[N:10]([CH:15]([C:16](=[O:17])[O:18][CH3:19])[CH2:20][CH3:21])[C:11](=[O:14])[CH2:12][CH2:13]2)[cH:5][cH:6][cH:7]1.[Li+:30]>>[Cl:1][c:2]1[cH:3][c:4]([CH:8]2[CH:9]([c:22]3[cH:23][cH:24][c:25]([Cl:28])[cH:26][cH:27]3)[N:10]([CH:15]([CH2:16][OH:17])[CH2:20][CH3:21])[C:11](=[O:14])[CH2:12][CH2:13]2)[cH:5][cH:6][cH:7]1. Conditions: time 10 hour. As a reaction SMILES: C(OC(=O)[NH:7][C@H:8]([CH2:19][O:20][CH2:21][C:22](=O)[C:23]1[CH:28]=[C:27]([F:29])[C:26]([F:30])=[C:25]([F:31])[CH:24]=1)[C@H:9]([O:11]CC1C=CC=CC=1)[CH3:10])(C)(C)C.Cl.C(OCC)(=O)C>C(OCC)(=O)C>[F:31][C:25]1[CH:24]=[C:23]([C@H:22]2[NH:7][C@@H:8]([C@H:9]([OH:11])[CH3:10])[CH2:19][O:20][CH2:21]2)[CH:28]=[C:27]([F:29])[C:26]=1[F:30] |f:1.2|. Starting materials: C(C)(C)(C)OC(N[C@@H]([C@@H](C)OCC1=CC=CC=C1)COCC(C1=CC(=C(C(=C1)F)F)F)=O)=O ({(1R,2R)-2-benzyloxy-1-[2-oxo-2-(3,4,5trifluorophenyl)ethoxymethyl]-propyl}carbamic acid t-butyl ester), Cl.C(C)(=O)OCC (hydrochloric acid ethyl acetate), resultant solution. Procedure details: To a solution of {(1R,2R)-2-benzyloxy-1-[2-oxo-2-(3,4,5trifluorophenyl)ethoxymethyl]-propyl}carbamic acid t-butyl ester (13.9 g, purity: about 84.9%) in ethyl acetate (20 mL) was added a 4 N hydrochloric acid/ethyl acetate solution (63 mL), and the resultant solution was stirred at room temperature for 5 hours. Solvent was removed by distillation under reduced pressure, and to the resultant product in methanol (100 ml) was added 10% palladium-carbon (1 g, 50% water content). Under a hydrogen atm... Yields the product FC=1C=C(C=C(C1F)F)[C@@H]1COC[C@@H](N1)[C@@H](C)O ((R)-1-[(3R,5R)-5-(3,4,5-trifluorophenyl)-morpholine-3-yl]ethanol). The yield is 51.1%. The solvent is C(C)(=O)OCC (ethyl acetate). The reactants are O=C1CCC(=O)N1Br, Cc1ccn(C(=O)OC(C)(C)C)n1, O=C(OOC(=O)c1ccccc1)c1ccccc1, ClC(Cl)(Cl)Cl. The product is CC(C)(C)OC(=O)n1ccc(CBr)n1. As a reaction SMILES: [Br:14][N:15]1[C:16](=[O:17])[CH2:18][CH2:19][C:20]1=[O:21].[C:1]([CH3:2])([CH3:3])([CH3:4])[O:5][C:6](=[O:7])[n:8]1[n:9][c:10]([CH3:13])[cH:11][cH:12]1.[C:22]([O:23][O:24][C:25](=[O:26])[c:27]1[cH:28][cH:29][cH:30][cH:31][cH:32]1)(=[O:33])[c:34]1[cH:35][cH:36][cH:37][cH:38][cH:39]1.[C:40]([Cl:41])([Cl:42])([Cl:43])[Cl:44]>>[C:1]([CH3:2])([CH3:3])([CH3:4])[O:5][C:6](=[O:7])[n:8]1[n:9][c:10]([CH2:13][Br:14])[cH:11][cH:12]1.